describe an organic reaction: reactants, conditions, products, and yield From a dataset of the Open Reaction Database (ORD), a public repository of structured organic reaction records. The reactants are CC(C)C[Al+]CC(C)C, CCCCCC, CON(C)C(=O)c1ccc(Cl)nc1, [H-], C1CCOC1. Product: O=Cc1ccc(Cl)nc1. RXN SMILES: [CH2:15]([Al+:16][CH2:17][CH:18]([CH3:19])[CH3:20])[CH:21]([CH3:22])[CH3:23].[CH3:24][CH2:25][CH2:26][CH2:27][CH2:28][CH3:29].[Cl:1][c:2]1[n:3][cH:4][c:5]([C:6](=[O:7])[N:8]([O:9][CH3:10])[CH3:11])[cH:12][cH:13]1.[H-:14].[O:30]1[CH2:31][CH2:32][CH2:33][CH2:34]1>>[Cl:1][c:2]1[n:3][cH:4][c:5]([CH:6]=[O:7])[cH:12][cH:13]1. The reactants are FC=1C=C(C(=NC1)C=O)[N+](=O)[O-] (5-fluoro-3-nitropicolinaldehyde), C1(=CC=C(C=C1)S(=O)(=O)O)C (p-toluene sulfonic acid), C(CO)O (ethylene glycol), O (Water). Run in C1(=CC=CC=C1)C (toluene). Run at temperature 120 celsius. The product is O1C(OCC1)C1=NC=C(C=C1[N+](=O)[O-])F (2-(1,3-dioxolan-2-yl)-5-fluoro-3-nitropyridine). RXN SMILES: [F:1][C:2]1[CH:3]=[C:4]([N+:10]([O-:12])=[O:11])[C:5]([CH:8]=[O:9])=[N:6][CH:7]=1.C1(C)C=CC(S(O)(=O)=O)=CC=1.[CH2:24](O)[CH2:25][OH:26].O>C1(C)C=CC=CC=1>[O:9]1[CH2:24][CH2:25][O:26][CH:8]1[C:5]1[C:4]([N+:10]([O-:12])=[O:11])=[CH:3][C:2]([F:1])=[CH:7][N:6]=1. Procedure details: To a solution of 5-fluoro-3-nitropicolinaldehyde (12.5 g, 73.48 mmol) in toluene (220 mL) were added p-toluene sulfonic acid (698 mg, 3.67 mmol) and ethylene glycol (20.7 mL, 367.43 mmol) at 25° C. The reaction mixture was heated to 120° C. for overnight and water was removed using dean-stark apparatus. Reaction mass was cooled to 25° C. Water was added to the reaction mass and extracted with EtOAc. Organic layer was washed with brine and dried over Na2SO4. The organic layer was concentrated in ... Reaction SMILES: [CH3:19][c:20]1[cH:21][cH:22][cH:23][cH:24][cH:25]1.[OH2:18].[S:1]([Cl:2])([Cl:3])=[O:4].[c:5]1(-[c:11]2[n:12][o:13][c:14]([CH2:16][OH:17])[cH:15]2)[cH:6][cH:7][cH:8][cH:9][cH:10]1>>[Cl:3][CH2:16][c:14]1[o:13][n:12][c:11](-[c:5]2[cH:6][cH:7][cH:8][cH:9][cH:10]2)[cH:15]1. Reactants: Cc1ccccc1, O, O=S(Cl)Cl, OCc1cc(-c2ccccc2)no1. The product is ClCc1cc(-c2ccccc2)no1. The product is CC1=NNC=C1C=1C=C2C(=CC=NC2=CC1)C1=CC=C(C=C1)O (4-[6-(3-Methyl-1H-4-pyrazolyl)-4-quinolyl]phenol). The solvent is CO (methanol), O1CCCC1 (tetrahydrofuran), O (water), C(C)(=O)OCC (ethyl acetate). Isolated yield 76.0%. RXN SMILES: [CH3:1][C:2]1[C:6]([C:7]2[CH:8]=[C:9]3[C:14](=[CH:15][CH:16]=2)[N:13]=[CH:12][CH:11]=[C:10]3[C:17]2[CH:22]=[CH:21][C:20]([OH:23])=[CH:19][CH:18]=2)=[CH:5][N:4](C(C2C=CC=CC=2)(C2C=CC=CC=2)C2C=CC=CC=2)[N:3]=1.Cl.[OH-].[Na+].C(=O)(O)[O-].[Na+]>O.C(OCC)(=O)C.CO.O1CCCC1>[CH3:1][C:2]1[C:6]([C:7]2[CH:8]=[C:9]3[C:14](=[CH:15][CH:16]=2)[N:13]=[CH:12][CH:11]=[C:10]3[C:17]2[CH:22]=[CH:21][C:20]([OH:23])=[CH:19][CH:18]=2)=[CH:5][NH:4][N:3]=1 |f:2.3,4.5|. Reaction conditions: time 8 hour. Starting materials: CC1=NN(C=C1C=1C=C2C(=CC=NC2=CC1)C1=CC=C(C=C1)O)C(C1=CC=CC=C1)(C1=CC=CC=C1)C1=CC=CC=C1 (4-[6-(3-methyl-1-trityl-1H-4-pyrazolyl)-4-quinolyl]phenol), Cl (hydrochloric acid), C([O-])(O)=O.[Na+] (sodium bicarbonate), [OH-].[Na+] (sodium hydroxide). Procedure: A mixture of 9.5 mg 4-[6-(3-methyl-1-trityl-1H-4-pyrazolyl)-4-quinolyl]phenol obtained in Example 153, 0.13 mL of 5 N hydrochloric acid, 1 mL tetrahydrofuran, and 1 mL methanol was stirred overnight at room temperature. The reaction solution was cooled and then neutralized with 2 N aqueous sodium hydroxide and an aqueous saturated sodium bicarbonate solution. Then, ethyl acetate and water were added thereto, the organic layer was separated, the solvent was evaporated, and the residue was purifie...